From a dataset of the Open Reaction Database (ORD), a public repository of structured organic reaction records. describe an organic reaction: reactants, conditions, products, and yield Reactants: ClC1=C(C(=O)O)C=CC=N1 (2-Chloronicotinic acid), ClC1=CC(=C(C=C1Cl)O)OC (4,5-dichloro-2-methoxyphenol), C([O-])([O-])=O.[K+].[K+] (potassium carbonate). Run in CN(C=O)C (dimethylformamide). Product: ClC1=CC(=C(OC2=C(C(=O)O)C=CC=N2)C=C1Cl)OC (2-(4,5-dichloro-2-methoxyphenoxy)nicotinic acid). Reaction SMILES: Cl[C:2]1[N:10]=[CH:9][CH:8]=[CH:7][C:3]=1[C:4]([OH:6])=[O:5].[Cl:11][C:12]1[C:17]([Cl:18])=[CH:16][C:15]([OH:19])=[C:14]([O:20][CH3:21])[CH:13]=1.C(=O)([O-])[O-].[K+].[K+]>CN(C)C=O>[Cl:11][C:12]1[C:17]([Cl:18])=[CH:16][C:15]([O:19][C:2]2[N:10]=[CH:9][CH:8]=[CH:7][C:3]=2[C:4]([OH:6])=[O:5])=[C:14]([O:20][CH3:21])[CH:13]=1 |f:2.3.4|. Reported procedure: 2-Chloronicotinic acid and 4,5-dichloro-2-methoxyphenol are reacted in the presence of potassium carbonate in dimethylformamide to give 2-(4,5-dichloro-2-methoxyphenoxy)nicotinic acid, which is reacted with thionyl chloride in dichloroethane to be converted into the acid chloride. This acid chloride is reacted with ethoxymagnesium.diethyl malonate in a mixed solvent of chlorobenzene and ethanol, followed by treatment with conc. hydrochloric acid and acetic acid to obtain the acetyl compound. Thi... Product: O=CCc1ccc(O)cc1. The reactants are CS(C)=O, ClCCl, OCCc1ccc(O)cc1, O=S(=O)=O, c1ccncc1. As a reaction SMILES: [CH3:21][S:22]([CH3:23])=[O:24].[Cl:25][CH2:26][Cl:27].[OH:1][c:2]1[cH:3][cH:4][c:5]([CH2:6][CH2:7][OH:8])[cH:9][cH:10]1.[S:11](=[O:12])(=[O:13])=[O:14].[n:15]1[cH:16][cH:17][cH:18][cH:19][cH:20]1>>[OH:1][c:2]1[cH:3][cH:4][c:5]([CH2:6][CH:7]=[O:8])[cH:9][cH:10]1. Reactants: Cc1ccc(N)nn1, [H-], O=C(Oc1ccc([N+](=O)[O-])cc1)N1CC(Oc2ccc(-c3ccccc3F)cn2)C1, [Na+], CN(C)C=O. Yields the product Cc1ccc(NC(=O)N2CC(Oc3ccc(-c4ccccc4F)cn3)C2)nn1. RXN SMILES: [CH3:1][c:2]1[cH:3][cH:4][c:5]([NH2:8])[n:6][n:7]1.[H-:9].[N+:11]([c:12]1[cH:13][cH:14][c:15]([O:20][C:21](=[O:16])[N:23]2[CH2:24][CH:25]([O:27][c:28]3[n:29][cH:30][c:31](-[c:34]4[c:35]([F:40])[cH:36][cH:37][cH:38][cH:39]4)[cH:32][cH:33]3)[CH2:26]2)[cH:17][cH:18]1)([O-:19])=[O:22].[Na+:10].[O:41]=[CH:42][N:43]([CH3:44])[CH3:45]>>[CH3:1][c:2]1[cH:3][cH:4][c:5]([NH:8][C:21](=[O:20])[N:23]2[CH2:24][CH:25]([O:27][c:28]3[n:29][cH:30][c:31](-[c:34]4[c:35]([F:40])[cH:36][cH:37][cH:38][cH:39]4)[cH:32][cH:33]3)[CH2:26]2)[n:6][n:7]1. Reaction SMILES: [CH3:33][CH2:34][O:35][C:36](=[O:37])[CH3:38].[CH3:40][N:41]([CH3:42])[CH:43]=[O:44].[NH2:1][c:2]1[cH:3][cH:4][c:5]([O:6][c:7]2[cH:8][c:9]([NH:13][c:14]3[cH:15][cH:16][c:17]([S:20][CH3:21])[cH:18][cH:19]3)[n:10][cH:11][n:12]2)[cH:22][cH:23]1.[O:24]=[C:25]=[N:26][c:27]1[cH:28][cH:29][cH:30][cH:31][cH:32]1.[OH2:39]>>[NH:1]([c:2]1[cH:3][cH:4][c:5]([O:6][c:7]2[cH:8][c:9]([NH:13][c:14]3[cH:15][cH:16][c:17]([S:20][CH3:21])[cH:18][cH:19]3)[n:10][cH:11][n:12]2)[cH:22][cH:23]1)[C:25](=[O:24])[NH:26][c:27]1[cH:28][cH:29][cH:30][cH:31][cH:32]1. Product: CSc1ccc(Nc2cc(Oc3ccc(NC(=O)Nc4ccccc4)cc3)ncn2)cc1. The reactants are CCOC(C)=O, CN(C)C=O, CSc1ccc(Nc2cc(Oc3ccc(N)cc3)ncn2)cc1, O=C=Nc1ccccc1, O.